Task: describe an organic reaction: reactants, conditions, products, and yield. Dataset: the Open Reaction Database (ORD), a public repository of structured organic reaction records Starting materials: NC1(COCCC1)CC(=O)OCC (Ethyl (3-aminotetrahydro-2H-pyran-3-yl)acetate), ClC(=O)OCC1=CC=CC=C1 (benzyl chloroformate), C(C)(C)N(C(C)C)CC (N,N-diisopropylethylamine), aqueous solution, [OH-].[Na+] (sodium hydroxide). The solvent is C(C)#N (acetonitrile), CO (methanol). Product: C(C1=CC=CC=C1)OC(=O)NC1(COCCC1)CC(=O)O ((3-{[(Benzyloxy)carbonyl]amino}tetrahydro-2H-pyran-3-yl)acetic acid). Isolated yield 28.8%. As a reaction SMILES: [NH2:1][C:2]1([CH2:8][C:9]([O:11]CC)=[O:10])[CH2:7][CH2:6][CH2:5][O:4][CH2:3]1.Cl[C:15]([O:17][CH2:18][C:19]1[CH:24]=[CH:23][CH:22]=[CH:21][CH:20]=1)=[O:16].C(N(CC)C(C)C)(C)C.[OH-].[Na+]>C(#N)C.CO>[CH2:18]([O:17][C:15]([NH:1][C:2]1([CH2:8][C:9]([OH:11])=[O:10])[CH2:7][CH2:6][CH2:5][O:4][CH2:3]1)=[O:16])[C:19]1[CH:24]=[CH:23][CH:22]=[CH:21][CH:20]=1 |f:3.4|. Procedure details: Ethyl (3-aminotetrahydro-2H-pyran-3-yl)acetate (Preparation 32, 1.33 g, 7.109 mmol), benzyl chloroformate (1.53 g, 8.53 mmol) and N,N-diisopropylethylamine (3.72 mL, 21.3 mmol) were stirred in anhydrous acetonitrile (30 mL) for 18 hours at room temperature. The reaction was concentrated in vacuo then partitioned between ethyl acetate and water. The organic layer was dried over MgSO4 and concentrated in vacuo. The residue was purified by silica gel column chromatography eluting with heptane:ethyl... Starting materials: C(C=C)OC=1C=C(C=CC1)Br (3-(allyloxy)bromobenzene), C(CCC)[Li] (n-butyllithium), C1(C=2C(C(=O)O1)=CC=CC2)=O (phthalic anhydride). Solvent: O1CCCC1 (tetrahydrofuran), O1CCCC1 (tetrahydrofuran), [Cl-].[NH4+] (ammonium chloride). Conditions: time 1 hour. Yields the product C(C=C)OC=1C=C(C(=O)C2=C(C(=O)O)C=CC=C2)C=CC1 (2-[3-(allyloxy)benzoyl]benzoic acid). The yield is 51.8%. Reaction SMILES: [CH2:1]([O:4][C:5]1[CH:6]=[C:7](Br)[CH:8]=[CH:9][CH:10]=1)[CH:2]=[CH2:3].C([Li])CCC.[C:17]1(=[O:27])[O:22][C:20](=[O:21])[C:19]2=[CH:23][CH:24]=[CH:25][CH:26]=[C:18]12>O1CCCC1.[Cl-].[NH4+]>[CH2:1]([O:4][C:5]1[CH:6]=[C:7]([CH:8]=[CH:9][CH:10]=1)[C:17]([C:18]1[CH:26]=[CH:25][CH:24]=[CH:23][C:19]=1[C:20]([OH:22])=[O:21])=[O:27])[CH:2]=[CH2:3] |f:4.5|. Procedure: To a solution of 3-(allyloxy)bromobenzene (15.0 g, 70.5 mmol) in tetrahydrofuran (750 mL) at −70° C. was added 1.6M n-butyllithium (44.1 mL, 70.5 mmol). After stirring for 1 hour, a solution of phthalic anhydride (11.4 g, 77.0 mmol) in tetrahydrofuran (100 mL, previously cooled to −70° C.) was added over 1 hour. The mixture was allowed to warm to room temperature and stirred for 3 hours. The mixture was diluted with saturated ammonium chloride solution and extracted with diethyl ether. The organ... Reactants: [N+](=O)([O-])C=1C=CC=2C(=CC=CC(N2)=O)C1O (7-nitro-6-hydroxybenzazepin-2-one), S(=O)([O-])S(=O)[O-].[Na+].[Na+] (sodium hydrosulfite). Solvent: O (water). Product: NC=1C=CC=2C(=CC=CC(N2)=O)C1O (7-amino-6-hydroxybenzazepin-2-one). Isolated yield 66.2%. RXN SMILES: [N+:1]([C:4]1[CH:5]=[CH:6][C:7]2[C:8]([C:15]=1[OH:16])=[CH:9][CH:10]=[CH:11][C:12](=[O:14])[N:13]=2)([O-])=O.S(S([O-])=O)([O-])=O.[Na+].[Na+]>O>[NH2:1][C:4]1[CH:5]=[CH:6][C:7]2[C:8]([C:15]=1[OH:16])=[CH:9][CH:10]=[CH:11][C:12](=[O:14])[N:13]=2 |f:1.2.3|. Procedure details: 7 g of the resulting 7-nitro-6-hydroxybenzazepin-2-one was dispersed in 50 ml of water, and to the dispersion was slowly added 30 g of sodium hydrosulfite while heating on a steam bath. After refluxing, the reaction mixture was cooled and the precipitated crystals were collected by filtration and dried to obtain 4 g of 7-amino-6-hydroxybenzazepin-2-one. Starting materials: FC1=CC=C(CN2C(C(=CC=C2)C(=O)O)=O)C=C1 (1-(4-fluorobenzyl)-2-oxo-1,2-dihydropyridine-3-carboxylic acid), Cl.Cl.FC=1C=C(C=CC1OC1=NC=NN2C1=C(C(=C2)OCCN2CCN(CC2)C)C)NC(=S)NC(CC2=CC=C(C=C2)F)=O (1-(3-Fluoro-4-(5-methyl-6-(2-(4-methylpiperazin-1-yl)ethoxy)pyrrolo[2,1-f][1,2,4] triazin-4-yloxy)phenyl)-3-(2-(4-fluorophenyl)acetyl)thiourea, bis-hydrochloride salt), Cl.Cl.FC=1C=C(C=CC1OC1=NC=NN2C1=C(C(=C2)OCCN2CCN(CC2)C)C)NC(=S)NC(CC2=CC=C(C=C2)F)=O (1-(3-Fluoro-4-(5-methyl-6-(2-(4-methylpiperazin-1-yl)ethoxy)pyrrolo[2,1-f][1,2,4] triazin-4-yloxy)phenyl)-3-(2-(4-fluorophenyl)acetyl)thiourea, bis-hydrochloride salt), CN(C)C(=[N+](C)C)ON1C2=C(C=CC=C2)N=N1.[B-](F)(F)(F)F (TBTU), CCN(C(C)C)C(C)C (DIPEA). Solvent: CN(C)C=O (DMF). Reaction conditions: temperature 0 celsius, time 12 hour. The product is Cl.N1C=CC=2C1=NC=CC2OC2=C(C=C(C=C2)NC(=O)C=2C(N(C=CC2)CC2=CC=C(C=C2)F)=O)F (N-(4-(1H-Pyrrolo[2,3-b]pyridin-4-yloxy)-3-fluorophenyl)-1-(4-fluorobenzyl)-2-oxo-1,2-dihydropyridine-3-carboxamide, hydrochloride salt). The yield is 58.0%. As a reaction SMILES: [F:1][C:2]1[CH:18]=[CH:17][C:5]([CH2:6][N:7]2[CH:12]=[CH:11][CH:10]=[C:9]([C:13]([OH:15])=O)[C:8]2=[O:16])=[CH:4][CH:3]=1.[ClH:19].Cl.[F:21][C:22]1[CH:23]=[C:24]([NH:49]C(NC(=O)CC2C=CC(F)=CC=2)=S)[CH:25]=[CH:26][C:27]=1[O:28][C:29]1[C:34]2=[C:35]([CH3:48])C(OCCN3CCN(C)CC3)=CN2N=CN=1.C[N:64]([C:66](ON1N=NC2C=CC=CC1=2)=[N+:67]([CH3:69])C)C.[B-](F)(F)(F)F.[CH3:85]CN(C(C)C)C(C)C>CN(C=O)C>[ClH:19].[NH:64]1[C:66]2=[N:67][CH:69]=[CH:85][C:29]([O:28][C:27]3[CH:26]=[CH:25][C:24]([NH:49][C:13]([C:9]4[C:8](=[O:16])[N:7]([CH2:6][C:5]5[CH:4]=[CH:3][C:2]([F:1])=[CH:18][CH:17]=5)[CH:12]=[CH:11][CH:10]=4)=[O:15])=[CH:23][C:22]=3[F:21])=[C:34]2[CH:35]=[CH:48]1 |f:1.2.3,4.5,8.9|. Procedure: A homogeneous solution of 1-(4-fluorobenzyl)-2-oxo-1,2-dihydropyridine-3-carboxylic acid (0.051 g, 0.21 mmol, 1.0 eq), 4-(1H-pyrrolo[2,3-b]pyridin-4-yloxy)-3-fluorobenzenamine (0.50 g, 0.21 mmol, 1.0 eq, Compound B of Example 132) and TBTU (0.086 g, 0.23 mmol, 1.1 eq) in DMF (1 mL) was treated with DIPEA (0.11 mL, 0.62 mmol, 3.0 eq) at room temperature. The reaction mixture was stirred for 12 h and quenched with 10% aqueous LiCl (15 mL). The resulting solution was extracted with ethyl acetate (4... Reactants: Cl, CC1(C)OCC2CN(CCCC(c3ccc(F)cc3)c3ccc(F)cc3)CCN21, O. Product: OCC1CN(CCCC(c2ccc(F)cc2)c2ccc(F)cc2)CCN1. Reaction SMILES: [ClH:30].[F:1][c:2]1[cH:3][cH:4][c:5]([CH:8]([CH2:9][CH2:10][CH2:11][N:12]2[CH2:13][CH:14]3[N:15]([CH2:16][CH2:17]2)[C:18]([CH3:21])([CH3:22])[O:19][CH2:20]3)[c:23]2[cH:24][cH:25][c:26]([F:29])[cH:27][cH:28]2)[cH:6][cH:7]1.[OH2:31]>>[F:1][c:2]1[cH:3][cH:4][c:5]([CH:8]([CH2:9][CH2:10][CH2:11][N:12]2[CH2:13][CH:14]([CH2:20][OH:19])[NH:15][CH2:16][CH2:17]2)[c:23]2[cH:24][cH:25][c:26]([F:29])[cH:27][cH:28]2)[cH:6][cH:7]1. Starting materials: CC=1NC2=C(N1)C=CC=C2 (2-methyl-benzimidazole), ClC1=C(C=C(CCl)C=C1)[N+](=O)[O-] (4-chloro-3-nitrobenzyl chloride). Solvent: CS(=O)C (dimethylsulphoxide). Product: ClC1=C(C=C(CN2C(=NC3=C2C=CC=C3)C)C=C1)[N+](=O)[O-] (1-(4-chloro-3-nitrobenzyl)-2-methyl-benzimidazole). RXN SMILES: [CH3:1][C:2]1[NH:3][C:4]2[CH:10]=[CH:9][CH:8]=[CH:7][C:5]=2[N:6]=1.[Cl:11][C:12]1[CH:19]=[CH:18][C:15]([CH2:16]Cl)=[CH:14][C:13]=1[N+:20]([O-:22])=[O:21]>CS(C)=O>[Cl:11][C:12]1[CH:19]=[CH:18][C:15]([CH2:16][N:3]2[C:4]3[CH:10]=[CH:9][CH:8]=[CH:7][C:5]=3[N:6]=[C:2]2[CH3:1])=[CH:14][C:13]=1[N+:20]([O-:22])=[O:21]. Procedure details: Prepared analogously to Example 9a from 2-methyl-benzimidazole and 4-chloro-3-nitrobenzyl chloride in dimethylsulphoxide.